Dataset: the Open Reaction Database (ORD), a public repository of structured organic reaction records. Task: describe an organic reaction: reactants, conditions, products, and yield The reactants are CS(=O)(=O)Cl (methane sulfonyl chloride), COC=1[C@@H](N=C([C@H](N1)C(C)C)OC)[C@H](CCO)C1=CC=C(C=C1)OC (3(R)-[(2S,5R)-2,5-dihydro-3,6-dimethoxy-5-(1-methylethyl)-2-pyrazinyl]-3-(4-methoxyphenyl)propanol), C(C)(C)N(CC)C(C)C (diisopropylethylamine). The solvent is CCOCC (ether), ClCCl (dichloromethane). Reaction conditions: temperature 0 celsius, time 2 hour. Product: COC=1[C@@H](N=C([C@H](N1)C(C)C)OC)[C@H](CCOS(=O)(=O)C)C1=CC=C(C=C1)OC (methanesulfonic Acid 3(R)-[(2S,5R)-2,5-dihydro-3,6-dimethoxy-5-(1-methylethyl)-2-pyrazinyl]-3-(4-methoxyphenyl)propyl Ester). Reaction SMILES: [CH3:1][O:2][C:3]1[C@H:4]([C@@H:14]([C:18]2[CH:23]=[CH:22][C:21]([O:24][CH3:25])=[CH:20][CH:19]=2)[CH2:15][CH2:16][OH:17])[N:5]=[C:6]([O:12][CH3:13])[C@@H:7]([CH:9]([CH3:11])[CH3:10])[N:8]=1.[CH3:26][S:27](Cl)(=[O:29])=[O:28].C(N(C(C)C)CC)(C)C>ClCCl.CCOCC>[CH3:1][O:2][C:3]1[C@H:4]([C@@H:14]([C:18]2[CH:23]=[CH:22][C:21]([O:24][CH3:25])=[CH:20][CH:19]=2)[CH2:15][CH2:16][O:17][S:27]([CH3:26])(=[O:29])=[O:28])[N:5]=[C:6]([O:12][CH3:13])[C@@H:7]([CH:9]([CH3:10])[CH3:11])[N:8]=1. Reported procedure: The above oil 3(R)-[(2S,5R)-2,5-dihydro-3,6-dimethoxy-5-(1-methylethyl)-2-pyrazinyl]-3-(4-methoxyphenyl)propanol (28) (17.7 g) was dissolved in 300 mL of dichloromethane. To the solution at −5° C. was added methane sulfonyl chloride (8.02 g, 5.42 mL, 70 mmol) followed by diisopropylethylamine (DIPEA, 12 mL, 70 mmol) dropwise over 10 min. The reaction was stirred at 0° C. for 2 hour. The light yellow solution was diluted with 2 L of ether and was washed with water (3×200 mL) and brine (2×200 mL).... The reactants are BrC=1C(=C(C=CC1)N(CCCC)CC1=CC(=C(OCC(=O)OCC)C=C1)C)C (ethyl (4-{[(3-bromo-2-methylphenyl)(butyl)amino]methyl}-2-methylphenoxy)acetate), FC1=CC=C(C=C1)B(O)O (4-fluorophenylboronic acid). Product: C(CCC)N(C=1C(=C(C=CC1)C1=CC=C(C=C1)F)C)CC1=CC(=C(OCC(=O)O)C=C1)C ((4-{[Butyl (4′-fluoro-2-methyl-1,1′-biphenyl-3-yl)amino]methyl}-2-methylphenoxy)acetic acid). RXN SMILES: Br[C:2]1[C:3]([CH3:28])=[C:4]([N:8]([CH2:13][C:14]2[CH:26]=[CH:25][C:17]([O:18][CH2:19][C:20]([O:22]CC)=[O:21])=[C:16]([CH3:27])[CH:15]=2)[CH2:9][CH2:10][CH2:11][CH3:12])[CH:5]=[CH:6][CH:7]=1.[F:29][C:30]1[CH:35]=[CH:34][C:33](B(O)O)=[CH:32][CH:31]=1>>[CH2:9]([N:8]([CH2:13][C:14]1[CH:26]=[CH:25][C:17]([O:18][CH2:19][C:20]([OH:22])=[O:21])=[C:16]([CH3:27])[CH:15]=1)[C:4]1[C:3]([CH3:28])=[C:2]([C:33]2[CH:34]=[CH:35][C:30]([F:29])=[CH:31][CH:32]=2)[CH:7]=[CH:6][CH:5]=1)[CH2:10][CH2:11][CH3:12]. Procedure details: Prepared from ethyl (4-{[(3-bromo-2-methylphenyl)(butyl)amino]methyl}-2-methylphenoxy)acetate and 4-fluorophenylboronic acid using the procedure described for Example 25 (Method A). Starting materials: C(C1=CC=C(C(=O)OCCO)C=C1)(=O)OCCO (1,4-bis(hydroxyethyl) terephthalate), P(OCC)(=O)(Cl)Cl (ethyl phosphorodichloridate). Reagents/catalysts: CN(C1=CC=NC=C1)C (4-dimethylaminopyridine). Solvent: C(Cl)Cl (methylene chloride), C(Cl)Cl (methylene chloride). Conditions: temperature -40 celsius. Yields the product C(C1=CC=C(C(=O)OCCO)C=C1)(=O)OCCO.P(OCC)(=O)(Cl)Cl (BHET EOP). Reaction SMILES: [C:1]([O:15][CH2:16][CH2:17][OH:18])(=[O:14])[C:2]1[CH:13]=[CH:12][C:5]([C:6]([O:8][CH2:9][CH2:10][OH:11])=[O:7])=[CH:4][CH:3]=1.[P:19]([Cl:25])([Cl:24])(=[O:23])[O:20][CH2:21][CH3:22]>CN(C)C1C=CN=CC=1.C(Cl)Cl>[C:6]([O:8][CH2:9][CH2:10][OH:11])(=[O:7])[C:5]1[CH:4]=[CH:3][C:2]([C:1]([O:15][CH2:16][CH2:17][OH:18])=[O:14])=[CH:13][CH:12]=1.[P:19]([Cl:25])([Cl:24])(=[O:23])[O:20][CH2:21][CH3:22] |f:4.5|. Reported procedure: Under an argon stream, 10 g of 1,4-bis(hydroxyethyl) terephthalate (BHET) prepared as described above in Example 1, 9.61 g of 4-dimethylaminopyridine (DMAP), and 70 mL of methylene chloride were placed in a 250 mL flask equipped with a funnel. The solution in the flask was cooled down to −40° C. with stirring, and a solution of 5.13 g of ethyl phosphorodichloridate (EOP) (distilled before use) in 20 mL of methylene chloride was added dropwise through the funnel. After addition was complete, the ... The reactants are C[Si](C)(C)Cl (Trimethylsilyl chloride), FC(C1CC(CC(C1)=O)=O)(F)F (5-(trifluoromethyl)-cyclohexane-1,3-dione), C(=O)C1=CC=C(C#N)C=C1 (4-formylbenzonitrile), FC(C=1C=C(C=CC1)NC(=O)N)(F)F (1-(3-(trifluoromethyl)phenyl)urea). Solvent: CN(C=O)C (N,N-dimethylform-amide), C(C)#N (acetonitrile), O (water). Conditions: time 1 hour. Yields the product C(#N)C1=CC=C(C=C1)C(NC(=O)NC1=CC(=CC=C1)C(F)(F)F)C1=C(CC(CC1=O)C(F)(F)F)O (1-((4-Cyanophenyl)(2-hydroxy-6-oxo-4-(trifluoromethyl)cyclohex-1-enyl)methyl)-3-(3-(trifluoromethyl)phenyl)urea). As a reaction SMILES: C[Si](Cl)(C)C.[F:6][C:7]([F:17])([F:16])[CH:8]1[CH2:13][C:12](=[O:14])[CH2:11][C:10](=[O:15])[CH2:9]1.[CH:18]([C:20]1[CH:27]=[CH:26][C:23]([C:24]#[N:25])=[CH:22][CH:21]=1)=O.[F:28][C:29]([F:41])([F:40])[C:30]1[CH:31]=[C:32]([NH:36][C:37]([NH2:39])=[O:38])[CH:33]=[CH:34][CH:35]=1>CN(C)C=O.C(#N)C.O>[C:24]([C:23]1[CH:26]=[CH:27][C:20]([CH:18]([C:11]2[C:12](=[O:14])[CH2:13][CH:8]([C:7]([F:16])([F:17])[F:6])[CH2:9][C:10]=2[OH:15])[NH:39][C:37]([NH:36][C:32]2[CH:33]=[CH:34][CH:35]=[C:30]([C:29]([F:40])([F:41])[F:28])[CH:31]=2)=[O:38])=[CH:21][CH:22]=1)#[N:25]. Procedure details: Trimethylsilyl chloride (775 μL, 6.11 mmol) is added to a solution of 5-(trifluoromethyl)-cyclohexane-1,3-dione (1.00 g, 5.55 mmol), 4-formylbenzonitrile (728 mg, 5.55 mmol) and 1-(3-(trifluoromethyl)phenyl)urea (1.13 g, 5.55 mmol) in a mixture of N,N-dimethylform-amide (4.3 mL) and acetonitrile (8.3 mL), and the mixture is stirred at room temperature for 1 h. The reaction mixture is cooled to room temperature and poured into a mixture of water and ice. The precipitate is filtered and dried unde... Reactants: C(=O)([O-])[O-].[K+].[K+] (K2CO3), BrC=1C=C2C(C3=C(C(=NC(=C3)OCC(C)(C)C)F)OC2=CC1)=C (7-bromo-1-fluoro-5-methylene-3-(neopentyloxy)-5H-chromeno[2,3-c]pyridine), O (Water), II (iodine). The reagents and catalysts are [Ag]=O (silver oxide). Solvent: C1CCOC1 (THF). Run at time 20 minute. The product is BrC=1C=C2C(=CC1)OC=1C(=NC(=CC1C21OC1)OCC(C)(C)C)F (7-bromo-1-fluoro-3-(neopentyloxy)spiro[chromeno[2,3-c]pyridine-5,2′-oxirane]). The yield is 96.4%. Reaction SMILES: [Br:1][C:2]1[CH:3]=[C:4]2[C:20](=[CH:21][CH:22]=1)[O:19][C:7]1[C:8]([F:18])=[N:9][C:10]([O:12][CH2:13][C:14]([CH3:17])([CH3:16])[CH3:15])=[CH:11][C:6]=1[C:5]2=[CH2:23].O.II.C([O-])([O-])=[O:28].[K+].[K+]>C1COCC1.[Ag]=O>[Br:1][C:2]1[CH:3]=[C:4]2[C:5]3([CH2:23][O:28]3)[C:6]3[CH:11]=[C:10]([O:12][CH2:13][C:14]([CH3:17])([CH3:16])[CH3:15])[N:9]=[C:8]([F:18])[C:7]=3[O:19][C:20]2=[CH:21][CH:22]=1 |f:3.4.5|. Procedure details: To a solution of 7-bromo-1-fluoro-5-methylene-3-(neopentyloxy)-5H-chromeno[2,3-c]pyridine (995 mg, 2.63 mmol) in THF (60 mL)/Water (10 mL) was added iodine (1335 mg, 5.26 mmol) and silver oxide (1219 mg, 5.26 mmol). The reaction mixture was allowed to stir at rt for 20 min. K2CO3 (545 mg, 3.95 mmol) was added in one portion and the reaction mixture was allowed to stir for 30 min. The reaction mixture was filtered through a pad of celite. The reaction mixture was partitioned between water and EtO...